Dataset: the Open Reaction Database (ORD), a public repository of structured organic reaction records. Task: describe an organic reaction: reactants, conditions, products, and yield The reactants are CCC(=O)Nc1cccc(-c2ccc(=O)[nH]n2)c1, C1CCOC1, O=P(Cl)(Cl)Cl. Yields the product CCC(=O)Nc1cccc(-c2ccc(Cl)nn2)c1. Reaction SMILES: [O:1]=[c:2]1[cH:3][cH:4][c:5](-[c:8]2[cH:9][c:10]([NH:14][C:15]([CH2:16][CH3:17])=[O:18])[cH:11][cH:12][cH:13]2)[n:6][nH:7]1.[O:24]1[CH2:25][CH2:26][CH2:27][CH2:28]1.[P:19]([Cl:20])([Cl:21])([Cl:22])=[O:23]>>[c:2]1([Cl:21])[cH:3][cH:4][c:5](-[c:8]2[cH:9][c:10]([NH:14][C:15]([CH2:16][CH3:17])=[O:18])[cH:11][cH:12][cH:13]2)[n:6][n:7]1.